From a dataset of the Open Reaction Database (ORD), a public repository of structured organic reaction records. describe an organic reaction: reactants, conditions, products, and yield Reactants: O=[N+]([O-])c1cccc(Br)c1CBr, CNC(=O)OC(C)(C)C, CN(C)C=O, [H-], [Na+]. Yields the product CN(Cc1c(Br)cccc1[N+](=O)[O-])C(=O)OC(C)(C)C. Reaction SMILES: [Br:12][c:13]1[c:14]([CH2:22][Br:23])[c:15]([N+:19](=[O:20])[O-:21])[cH:16][cH:17][cH:18]1.[C:1]([CH3:2])([CH3:3])([CH3:4])[O:5][C:6]([NH:7][CH3:8])=[O:9].[CH3:24][N:25]([CH3:26])[CH:27]=[O:28].[H-:10].[Na+:11]>>[C:1]([CH3:2])([CH3:3])([CH3:4])[O:5][C:6]([N:7]([CH3:8])[CH2:22][c:14]1[c:13]([Br:12])[cH:18][cH:17][cH:16][c:15]1[N+:19](=[O:20])[O-:21])=[O:9]. The reactants are C(#N)C(C(=O)OCC)NC(C(CC(C)C)=NO)=O (ethyl 2-cyano-2-(α-hydroxyiminoisocaproylamino)acetate). Run in C(C)(=O)O (acetic acid). The product is NC=1[N+](=C(C(NC1C(=O)OCC)=O)CC(C)C)[O-] (5-amino-6-ethoxycarbonyl-3-isobutyl-1,2-dihydropyrazin-2-one 4-oxide). Isolated yield 60.9%. As a reaction SMILES: [C:1]([CH:3]([NH:9][C:10](=[O:18])[C:11](=[N:16][OH:17])[CH2:12][CH:13]([CH3:15])[CH3:14])[C:4]([O:6][CH2:7][CH3:8])=[O:5])#[N:2]>C(O)(=O)C>[NH2:2][C:1]1[N+:16]([O-:17])=[C:11]([CH2:12][CH:13]([CH3:15])[CH3:14])[C:10](=[O:18])[NH:9][C:3]=1[C:4]([O:6][CH2:7][CH3:8])=[O:5]. Procedure details: 400 Milliliters of acetic acid was added to 35 g of ethyl 2-cyano-2-(α-hydroxyiminoisocaproylamino)acetate. The mixture was subjected to a reaction for 1 hour at 70° C. Acetic acid was removed by evaporation, then the residue was mixed with toluene, and toluene was removed by evaporation. This procedure was repeated several times. The residue was purified by a silica gel column chromatography (eluting solvent: 50% by volume of ethyl acetate-n-hexane), followed by recrystallization from ethanol t... The reactants are S1C(=CC=C1)C(=O)O (2-thiophenecarboxylic acid), NC1=NC2=NC(=CC=C2C=C1)OC (2-amino-7-methoxy-1,8-naphthyridine), C(C)O (ethanol). Solvent: O (water). Run at temperature 4 celsius. Product: COC1=CC=C2C=CC(=NC2=N1)NC(=O)C=1SC=CC1 (N-(7-methoxy-1,8-naphthyridin-2-yl)-2-thiophenecarboxamide). Yield: 77.9%. Reaction SMILES: [S:1]1[CH:5]=[CH:4][CH:3]=[C:2]1[C:6]([OH:8])=O.[NH2:9][C:10]1[CH:19]=[CH:18][C:17]2[C:12](=[N:13][C:14]([O:20][CH3:21])=[CH:15][CH:16]=2)[N:11]=1.C(O)C>O>[CH3:21][O:20][C:14]1[N:13]=[C:12]2[C:17]([CH:18]=[CH:19][C:10]([NH:9][C:6]([C:2]3[S:1][CH:5]=[CH:4][CH:3]=3)=[O:8])=[N:11]2)=[CH:16][CH:15]=1. Reported procedure: The procedure is similar to that described in Example 1, starting with 2-thiophenecarboxylic acid (14 g) N,N'-carbonyldiimidazole (17.8 g) and 2-amino-7-methoxy-1,8-naphthyridine (12.3 g). The product produced by precipitation in water (19.5 g; m.p. 216° C.) is dissolved in boiling ethanol (750 cc). After 3 hours' cooling at 4° C., the crystallised solid is separated by filtration, washed with ethanol (2×25 cc) and dried at 40° C. under reduced pressure (0.067 kPa). N-(7-methoxy-1,8-naphthyridin... Starting materials: COC(C1=CC(=CC=C1)NC(CN1C(N(C2=C(C(=N1)C1CCCCC1)C=CC=C2)CC(C(C)(C)C)=O)=O)=O)=O (3-{2-[5-Cyclohexyl-1-(3,3-dimethyl-2-oxo-butyl)-2-oxo-1,2-dihydro-3H-1,3,4-benzotriazepin-3-yl]-acetylamino}-benzoic acid methyl ester), C1(CCCCC1)C1=NN(C(N(C2=C1C=CC=C2)CC(=O)C2CCCC2)=O)CC(=O)O ([5-cyclohexyl-1-(2-cyclopentyl-2-oxo-ethyl)-2-oxo-1,2-dihydro-3H-1,3,4-benzotriazepin-3-yl]-acetic acid), NC=1C=C(C=CC1)N(C=1N=NN(N1)COC(C(C)(C)C)=O)C (2,2-dimethyl-propionic acid 5-[(3-amino-phenyl)-methyl-amino]-tetrazol-2-ylmethyl ester), C1(CCCCC1)C1=NN(C(N(C2=C1C=CC=C2)CC(C(C)(C)C)=O)=O)CC(=O)O ([5-cyclohexyl-1-(3,3-dimethyl-2-oxo-butyl)-2-oxo-1,2-dihydro-3H-1,3,4-benzotriazepin-3-yl]-acetic acid), COC(C1=CC(=CC=C1)N)=O (3-amino-benzoic acid methyl ester). The product is C1(CCCC1)C1=NN(C(N(C2=C1C=CC=C2)CC(C(C)(C)C)=O)=O)CC(=O)NC=2C=C(C=CC2)C=2N=NN(N2)COC(C(C)(C)C)=O (2,2-dimethyl-propionic acid 5-(3-{2-[5-cyclopentyl-1-(3,3-dimethyl-2-oxo-butyl)-2-oxo-1,2-dihydro-3H-1,3,4-benzotriazepin-3-yl]-acetylamino}-phenyl)-tetrazol-2-ylmethyl ester). RXN SMILES: COC(=O)[C:4]1[CH:9]=[CH:8][CH:7]=[C:6]([NH:10][C:11](=[O:38])[CH2:12][N:13]2[N:19]=[C:18]([CH:20]3C[CH2:24][CH2:23][CH2:22][CH2:21]3)[C:17]3[CH:26]=[CH:27][CH:28]=[CH:29][C:16]=3[N:15]([CH2:30][C:31](=[O:36])[C:32]([CH3:35])([CH3:34])[CH3:33])[C:14]2=[O:37])[CH:5]=1.C1(C2C3C=CC=CC=3N(CC(C3CCCC3)=O)C(=O)N(CC(O)=O)N=2)CCCCC1.NC1C=C(N(C)[C:78]2[N:79]=[N:80][N:81]([CH2:83][O:84][C:85](=[O:90])[C:86]([CH3:89])([CH3:88])[CH3:87])[N:82]=2)C=CC=1.C1(C2C3C=CC=CC=3N(CC(=O)C(C)(C)C)C(=O)N(CC(O)=O)N=2)CCCCC1.COC(=O)C1C=CC=C(N)C=1>>[CH:20]1([C:18]2[C:17]3[CH:16]=[CH:29][CH:28]=[CH:27][C:26]=3[N:15]([CH2:30][C:31](=[O:36])[C:32]([CH3:33])([CH3:35])[CH3:34])[C:14](=[O:37])[N:13]([CH2:12][C:11]([NH:10][C:6]3[CH:5]=[C:4]([C:78]4[N:79]=[N:80][N:81]([CH2:83][O:84][C:85](=[O:90])[C:86]([CH3:88])([CH3:87])[CH3:89])[N:82]=4)[CH:9]=[CH:8][CH:7]=3)=[O:38])[N:19]=2)[CH2:24][CH2:23][CH2:22][CH2:21]1. Procedure details: The title compound was obtained by the method used in the preparation of 3-{2-[5-cyclohexyl-1-(3,3-dimethyl-2-oxo-butyl)-2-oxo-1,2-dihydro-3H-1,3,4-benzotriazepin-3-yl]-acetylamino}-benzoic acid methyl ester (Example 1), except that [5-cyclohexyl-1-(2-cyclopentyl-2-oxo-ethyl)-2-oxo-1,2-dihydro-3H-1,3,4-benzotriazepin-3-yl]-acetic acid (Example 22, step a) and 2,2-dimethyl-propionic acid 5-[(3-amino-phenyl)-methyl-amino]-tetrazol-2-ylmethyl ester were used in place of [5-cyclohexyl-1-(3,3-dimethy... The reactants are CCOc1ccccc1C(=O)Cl, CCCc1ccnc(C(N)=O)c1N, c1ccncc1. Yields the product CCCc1ccnc(C(N)=O)c1NC(=O)c1ccccc1OCC. RXN SMILES: [CH2:1]([CH3:2])[O:3][c:4]1[c:5]([C:6](=[O:7])[Cl:8])[cH:9][cH:10][cH:11][cH:12]1.[NH2:13][c:14]1[c:15]([C:23](=[O:24])[NH2:25])[n:16][cH:17][cH:18][c:19]1[CH2:20][CH2:21][CH3:22].[cH:26]1[cH:27][cH:28][n:29][cH:30][cH:31]1>>[CH2:1]([CH3:2])[O:3][c:4]1[c:5]([C:6](=[O:7])[NH:13][c:14]2[c:15]([C:23](=[O:24])[NH2:25])[n:16][cH:17][cH:18][c:19]2[CH2:20][CH2:21][CH3:22])[cH:9][cH:10][cH:11][cH:12]1. Starting materials: CC=1C(=NC2=C(C=CC=C2N1)C1=CC=2C(NCCC2N1)=O)N[C@@H]1CN(CCC1)C(=O)OC(C)(C)C (tert-butyl (3S)-3-((3-methyl-8-(4-oxo-4,5,6,7-tetrahydro-1H-pyrrolo[3,2-c]pyridin-2-yl)-2-quinoxalinyl)amino)-1-piperidinecarboxylate), C(=O)(C(F)(F)F)O (TFA). The solvent is C(Cl)Cl (DCM). The product is CC1=NC2=CC=CC(=C2N=C1N[C@@H]1CNCCC1)C1=CC=2C(NCCC2N1)=O (2-(2-methyl-3-((3S)-3-piperidinylamino)-5-quinoxalinyl)-1,5,6,7-tetrahydro-4H-pyrrolo[3,2-c]pyridin-4-one). Isolated yield 44.0%. As a reaction SMILES: [CH3:1][C:2]1[C:3]([NH:22][C@H:23]2[CH2:28][CH2:27][CH2:26][N:25](C(OC(C)(C)C)=O)[CH2:24]2)=[N:4][C:5]2[C:10]([N:11]=1)=[CH:9][CH:8]=[CH:7][C:6]=2[C:12]1[NH:20][C:19]2[CH2:18][CH2:17][NH:16][C:15](=[O:21])[C:14]=2[CH:13]=1.C(O)(C(F)(F)F)=O>C(Cl)Cl>[CH3:1][C:2]1[C:3]([NH:22][C@H:23]2[CH2:28][CH2:27][CH2:26][NH:25][CH2:24]2)=[N:4][C:5]2[C:10](=[CH:9][CH:8]=[CH:7][C:6]=2[C:12]2[NH:20][C:19]3[CH2:18][CH2:17][NH:16][C:15](=[O:21])[C:14]=3[CH:13]=2)[N:11]=1. Procedure details: Prepared according to Example 53, using tert-butyl (3S)-3-((3-methyl-8-(4-oxo-4,5,6,7-tetrahydro-1H-pyrrolo[3,2-c]pyridin-2-yl)-2-quinoxalinyl)amino)-1-piperidinecarboxylate (Ex. 51) and (2.5:1) DCM:TFA. Purification by reverse-phase preparative HPLC (Phenomenex Gemini column, 10 micron, C18, 100 Å, 150×30 mm, 0.1% TFA in ACN/H2O, gradient 5% to 80%) and free-base generation by elution of a solution of the product in MeOH through a pre-washed column of Si-carbonate (SiliaPrep, Silicyle) provided... The reactants are ClC1=CC=C(C=C1)C=1N=C(SC1)C(CC1=CC=C(C(=O)O)C=C1)C1=CC=C(C=C1)OC(F)(F)F (4-[2-[4-(4-Chlorophenyl)thiazol-2-yl]-2-(4-trifluoromethoxyphenyl)ethyl]benzoic acid), ester, Cl.COC(CCN)=O (3-aminopropionic acid methyl ester hydrochloride), ON1N=NC2=C1C=CC=C2 (1-hydroxybenzotriazole), Cl.C(C)N=C=NCCCN(C)C (1-ethyl-3-(3-dimethylaminopropyl)carbodiimide hydrochloride). Run in C(C)(=O)OCC (Ethyl acetate), CN(C)C=O (DMF), CO (methanol), C1CCOC1 (THF), [OH-].[Na+] (sodium hydroxide). Run at time 1.5 hour. Yields the product ClC1=CC=C(C=C1)C=1N=C(SC1)C(CC1=CC=C(C(=O)NCCC(=O)O)C=C1)C1=CC=C(C=C1)OC(F)(F)F (3-{4-[2-[4-(4-Chlorophenyl)thiazol-2-yl]-2-(4-trifluoromethoxyphenyl)ethyl]benzoylamino}propionic acid). The yield is 70.7%. Reaction SMILES: [Cl:1][C:2]1[CH:7]=[CH:6][C:5]([C:8]2[N:9]=[C:10]([CH:13]([C:24]3[CH:29]=[CH:28][C:27]([O:30][C:31]([F:34])([F:33])[F:32])=[CH:26][CH:25]=3)[CH2:14][C:15]3[CH:23]=[CH:22][C:18]([C:19](O)=[O:20])=[CH:17][CH:16]=3)[S:11][CH:12]=2)=[CH:4][CH:3]=1.ON1C2C=CC=CC=2N=N1.Cl.C(N=C=NCCCN(C)C)C.Cl.C[O:59][C:60](=[O:64])[CH2:61][CH2:62][NH2:63]>CN(C=O)C.CO.C1COCC1.[OH-].[Na+].C(OCC)(=O)C>[Cl:1][C:2]1[CH:3]=[CH:4][C:5]([C:8]2[N:9]=[C:10]([CH:13]([C:24]3[CH:29]=[CH:28][C:27]([O:30][C:31]([F:32])([F:34])[F:33])=[CH:26][CH:25]=3)[CH2:14][C:15]3[CH:16]=[CH:17][C:18]([C:19]([NH:63][CH2:62][CH2:61][C:60]([OH:64])=[O:59])=[O:20])=[CH:22][CH:23]=3)[S:11][CH:12]=2)=[CH:6][CH:7]=1 |f:2.3,4.5,9.10|. Procedure details: 4-[2-[4-(4-Chlorophenyl)thiazol-2-yl]-2-(4-trifluoromethoxyphenyl)ethyl]benzoic acid (0.16 g, 0.31 mmol) was dissolve in DMF (5 mL) and 1-hydroxybenzotriazole (51.48 mg, 0.38 mmol) and 1-ethyl-3-(3-dimethylaminopropyl)carbodiimide hydrochloride (73 mg, 0.38 mmol) were added and the mixture was stirred at room temperature for 1.5 hours. DI PEA (0.123 g, 0.95 mmol) and 3-aminopropionic acid methyl ester hydrochloride (66 mg, 0.48 mmol) were added to the mixture. The mixture was heated at 40° C. fo... Reactants: C(C1=CC=CC=C1)Br (benzyl bromide), C(CC)OC1CCC(N1)=O (5-(n-propyloxy)-pyrrolidin-2-one), n-tetrabutylammonium bromide, [OH-].[K+] (potassium hydroxide). The solvent is O1CCCC1 (tetrahydrofuran), O1CCCC1 (tetrahydrofuran). Run at time 1 hour. The product is C(C1=CC=CC=C1)N1C(CCC1OCCC)=O (1-benzyl-2-oxo-5-n-propyloxy-pyrrolidine). Yield: 61.4%. RXN SMILES: [CH2:1]([O:4][CH:5]1[NH:9][C:8](=[O:10])[CH2:7][CH2:6]1)[CH2:2][CH3:3].[OH-].[K+].[CH2:13](Br)[C:14]1[CH:19]=[CH:18][CH:17]=[CH:16][CH:15]=1>O1CCCC1>[CH2:13]([N:9]1[CH:5]([O:4][CH2:1][CH2:2][CH3:3])[CH2:6][CH2:7][C:8]1=[O:10])[C:14]1[CH:19]=[CH:18][CH:17]=[CH:16][CH:15]=1 |f:1.2|. Reported procedure: To a mixture of 4 g of 5-(n-propyloxy)-pyrrolidin-2-one, 0.4 g of n-tetrabutylammonium bromide and 2.34 g of potassium hydroxide hydrated to 85% in 70 cm3 of tetrahydrofuran, there is added a solution of 4.78 g of benzyl bromide in 25 cm3 of tetrahydrofuran, operating at between 20° C. and 30° C. After agitating for 1 hour, filtering and then evaporating under reduced pressure, the residue is chromatographed on silica, (eluent: ethyl acetate--n-hexane, 1--1). 4 g of the expected product is obtai... The reactants are C1CCOC1, Cl, O=C(C=Cc1ccc(OCc2cccc(F)c2)cc1)OCc1cccc(F)c1, [Na+], [OH-]. Product: O=C(O)C=Cc1ccc(OCc2cccc(F)c2)cc1. RXN SMILES: [CH2:32]1[O:33][CH2:34][CH2:35][CH2:36]1.[ClH:31].[F:1][c:2]1[cH:3][c:4]([CH2:28][O:6][C:7]([CH:8]=[CH:9][c:10]2[cH:11][cH:12][c:13]([O:16][CH2:17][c:18]3[cH:19][c:20]([F:24])[cH:21][cH:22][cH:23]3)[cH:14][cH:15]2)=[O:25])[cH:5][cH:26][cH:27]1.[Na+:30].[OH-:29]>>[O:6]=[C:7]([CH:8]=[CH:9][c:10]1[cH:11][cH:12][c:13]([O:16][CH2:17][c:18]2[cH:19][c:20]([F:24])[cH:21][cH:22][cH:23]2)[cH:14][cH:15]1)[OH:25]. The reactants are COCCOC, Cc1cccc2cc(CO)c(Cl)nc12, [K+], [K+], O=C([O-])[O-], CC(=O)[O-], CC(=O)[O-], O, OB(O)c1ccccc1, [Pd+2], c1ccc(P(c2ccccc2)c2ccccc2)cc1. Yields the product Cc1cccc2cc(CO)c(-c3ccccc3)nc12. Reaction SMILES: [CH3:49][O:50][CH2:51][CH2:52][O:53][CH3:54].[Cl:1][c:2]1[n:3][c:4]2[c:5]([CH3:14])[cH:6][cH:7][cH:8][c:9]2[cH:10][c:11]1[CH2:12][OH:13].[K+:15].[K+:16].[O-:17][C:18]([O-:19])=[O:20].[O-:57][C:58]([CH3:59])=[O:60].[O-:61][C:62]([CH3:63])=[O:64].[OH2:55].[OH:21][B:22]([OH:23])[c:24]1[cH:25][cH:26][cH:27][cH:28][cH:29]1.[Pd+2:56].[c:30]1([P:31]([c:32]2[cH:33][cH:34][cH:35][cH:36][cH:37]2)[c:38]2[cH:39][cH:40][cH:41][cH:42][cH:43]2)[cH:44][cH:45][cH:46][cH:47][cH:48]1>>[c:2]1(-[c:24]2[cH:25][cH:26][cH:27][cH:28][cH:29]2)[n:3][c:4]2[c:5]([CH3:14])[cH:6][cH:7][cH:8][c:9]2[cH:10][c:11]1[CH2:12][OH:13].